describe an organic reaction: reactants, conditions, products, and yield From a dataset of the Open Reaction Database (ORD), a public repository of structured organic reaction records. Product: C=C(CC)C(=O)OCC. RXN SMILES: [Br-:4].[Br:7][CH2:8][C:9]([C:10](=[O:11])[O:12][CH2:13][CH3:14])=[CH2:15].[CH3:5][Mg+:6].[Cl-:16].[Cu:1][C:2]#[N:3].[NH4+:17].[O:18]1[CH2:19][CH2:20][CH2:21][CH2:22]1>>[CH3:5][CH2:8][C:9]([C:10](=[O:11])[O:12][CH2:13][CH3:14])=[CH2:15]. Reactants: [Br-], C=C(CBr)C(=O)OCC, C[Mg+], [Cl-], N#C[Cu], [NH4+], C1CCOC1. The reactants are C(C)(C)(C)OC(=O)N1C(=C(C2=CC=CC=C12)CCOC1OCCCC1)Br (1-tert-butoxycarbonyl-2-bromo-3-[2-(tetrahydro-2H-pyran-2-yloxy)ethyl]-1H-indole), FC(C=1C=C(C=C(C1)C(F)(F)F)B(O)O)(F)F (3,5-bis(trifluoromethyl)phenylboronic acid), C(=O)([O-])[O-].[Na+].[Na+] (Na2CO3). Reagents/catalysts: [Pd].C1(=CC=CC=C1)P(C1=CC=CC=C1)C1=CC=CC=C1.C1(=CC=CC=C1)P(C1=CC=CC=C1)C1=CC=CC=C1.C1(=CC=CC=C1)P(C1=CC=CC=C1)C1=CC=CC=C1.C1(=CC=CC=C1)P(C1=CC=CC=C1)C1=CC=CC=C1 (tetrakis(triphenylphosphine)-palladium(0)). Solvent: O1CCCC1 (tetrahydrofuran). Product: C(C)(C)(C)OC(=O)N1C(=C(C2=CC=CC=C12)CCOC1OCCCC1)C1=CC(=CC(=C1)C(F)(F)F)C(F)(F)F (1-tert-Butoxycarbonyl-2-[3,5-bis(trifluoromethyl)phenyl]-3-[2-(tetrahydro-2H-pyran-2-yloxy)ethyl]-1H-indole). The yield is 79.9%. Reaction SMILES: [C:1]([O:5][C:6]([N:8]1[C:16]2[C:11](=[CH:12][CH:13]=[CH:14][CH:15]=2)[C:10]([CH2:17][CH2:18][O:19][CH:20]2[CH2:25][CH2:24][CH2:23][CH2:22][O:21]2)=[C:9]1Br)=[O:7])([CH3:4])([CH3:3])[CH3:2].[F:27][C:28]([F:43])([F:42])[C:29]1[CH:30]=[C:31](B(O)O)[CH:32]=[C:33]([C:35]([F:38])([F:37])[F:36])[CH:34]=1.C([O-])([O-])=O.[Na+].[Na+]>O1CCCC1.[Pd].C1(P(C2C=CC=CC=2)C2C=CC=CC=2)C=CC=CC=1.C1(P(C2C=CC=CC=2)C2C=CC=CC=2)C=CC=CC=1.C1(P(C2C=CC=CC=2)C2C=CC=CC=2)C=CC=CC=1.C1(P(C2C=CC=CC=2)C2C=CC=CC=2)C=CC=CC=1>[C:1]([O:5][C:6]([N:8]1[C:16]2[C:11](=[CH:12][CH:13]=[CH:14][CH:15]=2)[C:10]([CH2:17][CH2:18][O:19][CH:20]2[CH2:25][CH2:24][CH2:23][CH2:22][O:21]2)=[C:9]1[C:31]1[CH:32]=[C:33]([C:35]([F:38])([F:36])[F:37])[CH:34]=[C:29]([C:28]([F:27])([F:43])[F:42])[CH:30]=1)=[O:7])([CH3:4])([CH3:3])[CH3:2] |f:2.3.4,6.7.8.9.10|. Reported procedure: To a degassed solution of 1-tert-butoxycarbonyl-2-bromo-3-[2-(tetrahydro-2H-pyran-2-yloxy)ethyl]-1H-indole (2.0 g), 3,5-bis(trifluoromethyl)phenylboronic acid (2.43 g) and Na2CO3 (aq., 2N, 8.8 ml) in tetrahydrofuran was added tetrakis(triphenylphosphine)-palladium(0) (0.55 g). The resulting solution was then warmed to reflux for 18 h, cooled to room temperature and partitioned between ethyl acetate and water. The organic layer was separated, washed with water and brine, dried over MgSO4, filtere... Reactants: ClCC(C)=O (chloroacetone), C([O-])([O-])=O.[K+].[K+] (potassium carbonate), CSC1=CC=C(C=C1)O (4-(methylthio)phenol). Solvent: CC(=O)C (acetone). Yields the product CSC1=CC=C(OCC(C)=O)C=C1 (1-[4-(Methylthio)phenoxy]-2-propanone). RXN SMILES: Cl[CH2:2][C:3](=[O:5])[CH3:4].C(=O)([O-])[O-].[K+].[K+].[CH3:12][S:13][C:14]1[CH:19]=[CH:18][C:17]([OH:20])=[CH:16][CH:15]=1>CC(C)=O>[CH3:12][S:13][C:14]1[CH:19]=[CH:18][C:17]([O:20][CH2:2][C:3](=[O:5])[CH3:4])=[CH:16][CH:15]=1 |f:1.2.3|. Reported procedure: A mixture of chloroacetone (10 ml), potassium carbonate (21 g), and 4-(methylthio)phenol (10 g) in acetone (200 ml) was heated under reflux for 6 h. The solvent was removed under reduced pressure and the residue partitioned between diethylether/water. The organics were separated, dried and evaporated under reduced pressure. The residue was purified by chromatography on silica eluting with 5-10% ethylacetate/iso-hexane. Yield 12.43 g Starting materials: C(=O)OCCCN1C(N(C2=C(C1=O)C(=C(N=C2)C2=CC=C(C=C2)Cl)CC2=CC=C(C=C2)Cl)C)=O (3-(5-(4-chlorobenzyl)-6-(4-chlorophenyl)-1-methyl-2,4-dioxo-1,2-dihydropyrido[3,4-d]pyrimidin-3(4H)-yl)propyl formate), O[Li].O (LiOH.H2O). Solvent: C1CCOC1 (THF), O (H2O), CC(OCC)=O (EA). Conditions: time 0.5 hour. Product: ClC1=CC=C(CC2=C(N=CC=3N(C(N(C(C32)=O)CCCO)=O)C)C3=CC=C(C=C3)Cl)C=C1 (5-(4-chlorobenzyl)-6-(4-chlorophenyl)-3-(3-hydroxypropyl)-1-methylpyrido[3,4-d]pyrimidine-2,4(1H,3H)-dione). Yield: 39.9%. As a reaction SMILES: C([O:3][CH2:4][CH2:5][CH2:6][N:7]1[C:12](=[O:13])[C:11]2[C:14]([CH2:25][C:26]3[CH:31]=[CH:30][C:29]([Cl:32])=[CH:28][CH:27]=3)=[C:15]([C:18]3[CH:23]=[CH:22][C:21]([Cl:24])=[CH:20][CH:19]=3)[N:16]=[CH:17][C:10]=2[N:9]([CH3:33])[C:8]1=[O:34])=O.O[Li].O>C1COCC1.O.CC(=O)OCC>[Cl:32][C:29]1[CH:28]=[CH:27][C:26]([CH2:25][C:14]2[C:11]3[C:12](=[O:13])[N:7]([CH2:6][CH2:5][CH2:4][OH:3])[C:8](=[O:34])[N:9]([CH3:33])[C:10]=3[CH:17]=[N:16][C:15]=2[C:18]2[CH:23]=[CH:22][C:21]([Cl:24])=[CH:20][CH:19]=2)=[CH:31][CH:30]=1 |f:1.2|. Procedure details: To a solution of 3-(5-(4-chlorobenzyl)-6-(4-chlorophenyl)-1-methyl-2,4-dioxo-1,2-dihydropyrido[3,4-d]pyrimidin-3(4H)-yl)propyl formate (16 mg, 0.032 mmol) in THF (0.5 mL) and H2O (0.5 mL) was added LiOH.H2O (2.7 mg, 0.064 mmol). The reaction was stirred at RT for 0.5 h then diluted with EA (5 mL). The organic layer was washed with brine (5 mL), dried over Na2SO4 and concentrated to a residue which was purified by Prep HPLC to give 5-(4-chlorobenzyl)-6-(4-chlorophenyl)-3-(3-hydroxypropyl)-1-methy...